This data is from the Open Reaction Database (ORD), a public repository of structured organic reaction records. The task is: describe an organic reaction: reactants, conditions, products, and yield The reactants are [H-].[Na+] (sodium hydride), COC=1C=CC2=C(NC(CN2C(=O)OCC2=CC=CC=C2)=O)N1 (Phenylmethyl 6-(methyloxy)-3-oxo-3,4-dihydropyrido[2,3-b]pyrazine-1(2H)-carboxylate), [N+](=O)([O-])C=1C=C(C=CC1)S(=O)(=O)OC[C@H]1OC1 ((2S)-2-oxiranylmethyl 3-nitrobenzenesulfonate). Run in CN(C)C=O (DMF). Yields the product COC=1C=CC2=C(N(C(CN2C(=O)OCC2=CC=CC=C2)=O)C[C@H]2OC2)N1 (Phenylmethyl 6-(methyloxy)-4-[(2R)-2-oxiranylmethyl]-3-oxo-3,4-dihydropyrido[2,3-b]pyrazine-1(2H)-carboxylate). Isolated yield 130.6%. RXN SMILES: [CH3:1][O:2][C:3]1[CH:4]=[CH:5][C:6]2[N:11]([C:12]([O:14][CH2:15][C:16]3[CH:21]=[CH:20][CH:19]=[CH:18][CH:17]=3)=[O:13])[CH2:10][C:9](=[O:22])[NH:8][C:7]=2[N:23]=1.[H-].[Na+].[N+](C1C=C(S(O[CH2:39][C@@H:40]2[CH2:42][O:41]2)(=O)=O)C=CC=1)([O-])=O>CN(C=O)C>[CH3:1][O:2][C:3]1[CH:4]=[CH:5][C:6]2[N:11]([C:12]([O:14][CH2:15][C:16]3[CH:17]=[CH:18][CH:19]=[CH:20][CH:21]=3)=[O:13])[CH2:10][C:9](=[O:22])[N:8]([CH2:39][C@@H:40]3[CH2:42][O:41]3)[C:7]=2[N:23]=1 |f:1.2|. Procedure details: Phenylmethyl 6-(methyloxy)-3-oxo-3,4-dihydropyrido[2,3-b]pyrazine-1(2H)-carboxylate (11 g, 35.1 mmol) was dissolved in DMF (300 ml) at room temperature under argon to give a yellow solution. The solution was then cooled with an ice bath and treated with sodium hydride (1.685 g, 42.1 mmol). The solution was allowed to warm to room temperature. After 20 minutes (2S)-2-oxiranylmethyl 3-nitrobenzenesulfonate (9.56 g, 36.9 mmol) was added. After 1 h all the starting material was consumed so the react... Starting materials: OC1=NC=NC=C1C1=CC=C(C=C1)C (4-hydroxy-5-(p-tolyl)pyrimidine), P(=O)(Cl)(Cl)Cl (phosphorous oxychloride). The product is ClC1=NC=NC=C1C1=CC=C(C=C1)C (4-Chloro-5-(p-tolyl)pyrimidine). The yield is 71.0%. As a reaction SMILES: O[C:2]1[C:7]([C:8]2[CH:13]=[CH:12][C:11]([CH3:14])=[CH:10][CH:9]=2)=[CH:6][N:5]=[CH:4][N:3]=1.P(Cl)(Cl)([Cl:17])=O>>[Cl:17][C:2]1[C:7]([C:8]2[CH:13]=[CH:12][C:11]([CH3:14])=[CH:10][CH:9]=2)=[CH:6][N:5]=[CH:4][N:3]=1. Reported procedure: A mixture of 4-hydroxy-5-(p-tolyl)pyrimidine (9 g, 48 mmol) and phosphorous oxychloride (44 ml) was heated under reflux for 2 hours. After the reaction mixture was concentrated to dryness, the residue was poured into iced water to precipitate crystals which were extraced with methylene chloride. The extract was washed with water, dried and concentrated to dryness. The residue was purified by column chromatography on silica gel to afford colorless powders (7 g, 71%), m.p. 67°-70° C. Reactants: CC(C)(C)c1ccc(CCC(CC2CCCCC2)O[Si](C)(C)C(C)(C)C)cc1N, CCCCCCCCCCC(C)(C)C(=O)O. Yields the product CCCCCCCCCCC(C)(C)C(=O)Nc1cc(CCC(CC2CCCCC2)O[Si](C)(C)C(C)(C)C)ccc1C(C)(C)C. Reaction SMILES: [C:17]([CH3:18])([CH3:19])([CH3:20])[c:21]1[c:22]([NH2:23])[cH:24][c:25]([CH2:28][CH2:29][CH:30]([CH2:31][CH:32]2[CH2:33][CH2:34][CH2:35][CH2:36][CH2:37]2)[O:38][Si:39]([CH3:40])([CH3:41])[C:42]([CH3:43])([CH3:44])[CH3:45])[cH:26][cH:27]1.[CH3:1][C:2]([C:3](=[O:4])[OH:5])([CH2:6][CH2:7][CH2:8][CH2:9][CH2:10][CH2:11][CH2:12][CH2:13][CH2:14][CH3:15])[CH3:16]>>[CH3:1][C:2]([C:3](=[O:5])[NH:23][c:22]1[c:21]([C:17]([CH3:18])([CH3:19])[CH3:20])[cH:27][cH:26][c:25]([CH2:28][CH2:29][CH:30]([CH2:31][CH:32]2[CH2:33][CH2:34][CH2:35][CH2:36][CH2:37]2)[O:38][Si:39]([CH3:40])([CH3:41])[C:42]([CH3:43])([CH3:44])[CH3:45])[cH:24]1)([CH2:6][CH2:7][CH2:8][CH2:9][CH2:10][CH2:11][CH2:12][CH2:13][CH2:14][CH3:15])[CH3:16]. The reactants are C(CC(=O)O)(=O)O (malonic acid), C(=O)=O (carbon dioxide), N1CCOCC1 (morpholine), C=O (formaldehyde), aqueous solution. The solvent is O (water). Reaction conditions: temperature 20 celsius. The product is O1CCN(CC1)CC(C(=O)O)CN1CCOCC1 (Bis(morpholinomethyl)-acetic acid). As a reaction SMILES: [C:1](O)(=O)[CH2:2][C:3](O)=O.[NH:8]1[CH2:13][CH2:12][O:11][CH2:10][CH2:9]1.[CH2:14]=[O:15].[C:16](=[O:18])=[O:17]>O>[O:15]1[CH2:10][CH2:9][N:8]([CH2:1][CH:2]([CH2:3][N:8]2[CH2:13][CH2:12][O:11][CH2:10][CH2:9]2)[C:16]([OH:18])=[O:17])[CH2:13][CH2:14]1. Procedure details: Bis(morpholinomethyl)-acetic acid was prepared conventionally in a flask equipped with a stirrer and reflux condenser by first changing 0.1 moles of malonic acid, 0.2 moles morpholine, and 100 cc water. The contents were warmed to a temperature of about 20° C and then 0.2 moles formaldehyde as a 40% aqueous solution were added to the flask and the reaction commenced. When the evolution of carbon dioxide ceased, the water was removed from the reaction mixture by coupling the flask to a vacuum sou... Reactants: ClC1=NC(=NC(=C1C1=CC=CC=C1)C1=CC=CC=C1)C(F)(F)F (4-Chloro-5,6-diphenyl-2-(trifluoromethyl)pyrimidine), [N-]=[N+]=[N-].[Na+] (sodium azide). Solvent: C(C)O (ethanol). The product is N(=[N+]=[N-])C1=NC(=NC(=C1C1=CC=CC=C1)C1=CC=CC=C1)C(F)(F)F (4-azido-5,6-diphenyl-2-(trifluoromethyl)pyrimidine). The yield is 87.9%. Reaction SMILES: Cl[C:2]1[C:7]([C:8]2[CH:13]=[CH:12][CH:11]=[CH:10][CH:9]=2)=[C:6]([C:14]2[CH:19]=[CH:18][CH:17]=[CH:16][CH:15]=2)[N:5]=[C:4]([C:20]([F:23])([F:22])[F:21])[N:3]=1.[N-:24]=[N+:25]=[N-:26].[Na+]>C(O)C>[N:24]([C:2]1[C:7]([C:8]2[CH:13]=[CH:12][CH:11]=[CH:10][CH:9]=2)=[C:6]([C:14]2[CH:19]=[CH:18][CH:17]=[CH:16][CH:15]=2)[N:5]=[C:4]([C:20]([F:23])([F:22])[F:21])[N:3]=1)=[N+:25]=[N-:26] |f:1.2|. Reported procedure: 4-Chloro-5,6-diphenyl-2-(trifluoromethyl)pyrimidine (0.5 g, 1.5 mmol) (synthesized according to the procedure described in example 1) was refluxed in ethanol (10 ml) containing sodium azide (0.1 g, 1.5 mmol) for 8 hours and allowed to cool to room temperature. The reaction mixture was poured onto ice-water mixture. The solid thus separated was extracted with ethyl acetate. The organic extract was washed with water, dried over anhydrous sodium sulphate and concentrated under reduced pressure to a... Starting materials: C1(=CC=CC=C1)SC (thioanisole), [Cl-].[Al+3].[Cl-].[Cl-] (aluminum chloride), FC=1C=C(C=CC1)CC(=O)Cl ((3-fluorophenyl)acetyl chloride), Cl (HCl). The solvent is ClCCl (dichloromethane). Yields the product FC=1C=C(C=CC1)CC(=O)C1=CC=C(C=C1)SC (2-(3-fluorophenyl)-1-{4-(methylthio)-phenyl}-ethanone). As a reaction SMILES: [C:1]1([S:7][CH3:8])[CH:6]=[CH:5][CH:4]=[CH:3][CH:2]=1.[Cl-].[Al+3].[Cl-].[Cl-].[F:13][C:14]1[CH:15]=[C:16]([CH2:20][C:21](Cl)=[O:22])[CH:17]=[CH:18][CH:19]=1.Cl>ClCCl>[F:13][C:14]1[CH:15]=[C:16]([CH2:20][C:21]([C:4]2[CH:5]=[CH:6][C:1]([S:7][CH3:8])=[CH:2][CH:3]=2)=[O:22])[CH:17]=[CH:18][CH:19]=1 |f:1.2.3.4|. Procedure details: To a stirred solution of 68 ml thioanisole in 600 ml dichloromethane at 0° C., were added slowly in a series aluminum chloride (77.3 g) and (3-fluorophenyl)acetyl chloride (100 g). The reaction mixture was stirred for an hour, after which 1 L of aqueous HCl was added slowly to the reaction mixture. The quenched mixture was stirred for another hour, which was followed by extraction with methylene chloride. The organic layer was washed with brine and then was dried over anhydrous magnesium sulfate...